This data is from the Open Reaction Database (ORD), a public repository of structured organic reaction records. The task is: describe an organic reaction: reactants, conditions, products, and yield Reactants: [Br-], CC(C)(C)C(=O)OC(C(=O)Nc1ccc(Cl)cc1C(=O)C(F)(F)F)c1ccccc1, CC[Mg+], C1CCOC1, C#CC1CC1, O=C(O)CC(O)(CC(=O)O)C(=O)O. Yields the product CC(C)(C)C(=O)OC(C(=O)Nc1ccc(Cl)cc1C(O)(C#CC1CC1)C(F)(F)F)c1ccccc1. As a reaction SMILES: [Br-:1].[C:10]([C:11]([CH3:12])([CH3:13])[CH3:14])(=[O:15])[O:16][CH:17]([C:18](=[O:19])[NH:20][c:21]1[c:22]([C:28]([C:29]([F:30])([F:31])[F:32])=[O:33])[cH:23][c:24]([Cl:27])[cH:25][cH:26]1)[c:34]1[cH:35][cH:36][cH:37][cH:38][cH:39]1.[CH2:2]([Mg+:3])[CH3:4].[CH2:53]1[O:54][CH2:55][CH2:56][CH2:57]1.[CH:5]1([C:8]#[CH:9])[CH2:6][CH2:7]1.[OH:40][C:41]([CH2:42][C:43]([C:44](=[O:45])[OH:46])([CH2:47][C:48](=[O:49])[OH:50])[OH:51])=[O:52]>>[CH:5]1([C:8]#[C:9][C:28]([c:22]2[c:21]([NH:20][C:18]([CH:17]([O:16][C:10]([C:11]([CH3:12])([CH3:13])[CH3:14])=[O:15])[c:34]3[cH:35][cH:36][cH:37][cH:38][cH:39]3)=[O:19])[cH:26][cH:25][c:24]([Cl:27])[cH:23]2)([C:29]([F:30])([F:31])[F:32])[OH:33])[CH2:6][CH2:7]1. Reactants: ClC(C(OC1=C(C(=O)OC)C=CC(=C1)C(=O)OC)(F)F)(OC(C(C(F)(F)F)(OC(C(C(F)(F)F)(F)F)(F)F)F)(F)F)F (Dimethyl 2-(2-chloro-1,1,2-trifluoro-2-(1,1,2,3,3,3-hexafluoro-2-(perfluoropropoxy)propoxy)ethoxy)terephthalate), Cl (HCl), [OH-].[K+] (potassium hydroxide), Example 3. The solvent is O (water). Reaction conditions: temperature 25 celsius. Yields the product ClC(C(OC1=C(C(=O)O)C=CC(=C1)C(=O)O)(F)F)(OC(C(C(F)(F)F)(OC(C(C(F)(F)F)(F)F)(F)F)F)(F)F)F (2-(2-chloro-1,1,2-trifluoro-2-(1,1,2,3,3,3-hexafluoro-2-(perfluoropropoxy)propoxy)ethoxy)terephthalic acid). Reaction SMILES: [Cl:1][C:2]([F:42])([O:21][C:22]([F:41])([F:40])[C:23]([F:39])([O:28][C:29]([F:38])([F:37])[C:30]([F:36])([F:35])[C:31]([F:34])([F:33])[F:32])[C:24]([F:27])([F:26])[F:25])[C:3]([F:20])([F:19])[O:4][C:5]1[CH:14]=[C:13]([C:15]([O:17]C)=[O:16])[CH:12]=[CH:11][C:6]=1[C:7]([O:9]C)=[O:8].[OH-].[K+].Cl>O>[Cl:1][C:2]([F:42])([O:21][C:22]([F:40])([F:41])[C:23]([F:39])([O:28][C:29]([F:38])([F:37])[C:30]([F:36])([F:35])[C:31]([F:34])([F:33])[F:32])[C:24]([F:25])([F:26])[F:27])[C:3]([F:19])([F:20])[O:4][C:5]1[CH:14]=[C:13]([C:15]([OH:17])=[O:16])[CH:12]=[CH:11][C:6]=1[C:7]([OH:9])=[O:8] |f:1.2|. Procedure details: Dimethyl 2-(2-chloro-1,1,2-trifluoro-2-(1,1,2,3,3,3-hexafluoro-2-(perfluoropropoxy)propoxy)ethoxy)terephthalate as prepared in Example 3 (10.00 g, 0.0148 mol) was added to a solution of water (100 mL) and potassium hydroxide (KOH, 8.0 g) in a reaction flask. The resulting solution in the reaction flask was heated to reflux overnight, cooled to room temperature (about 25° C.) and then acidified by adding concentrated HCl to the reaction flask to achieve a pH of ˜1, determined by the formation of ...